From a dataset of the Open Reaction Database (ORD), a public repository of structured organic reaction records. describe an organic reaction: reactants, conditions, products, and yield Starting materials: OC1=C(C(C=CC2=CC=C(C=C2)OC)=O)C(=CC(=C1CC=C(C)C)OC)OC (2'-hydroxy4,4',6'-trimethoxy-3'-(3-methyl-2-butenyl)chalcone). The reagents and catalysts are [Pd] (palladium/carbon). Run in C(C)(=O)OCC (ethyl acetate). Run at time 3 hour. Product: OC1=C(C(=CC(=C1CCC(C)C)OC)OC)C(CCC1=CC=C(C=C1)OC)=O (1-(2-hydroxy-4,6-dimethoxy-3-isopentylphenyl)-3-(4-methoxyphenyl)-1-propanone). Yield: 94.4%. As a reaction SMILES: [OH:1][C:2]1[C:19]([CH2:20][CH:21]=[C:22]([CH3:24])[CH3:23])=[C:18]([O:25][CH3:26])[CH:17]=[C:16]([O:27][CH3:28])[C:3]=1[C:4](=[O:15])[CH:5]=[CH:6][C:7]1[CH:12]=[CH:11][C:10]([O:13][CH3:14])=[CH:9][CH:8]=1>[Pd].C(OCC)(=O)C>[OH:1][C:2]1[C:19]([CH2:20][CH2:21][CH:22]([CH3:23])[CH3:24])=[C:18]([O:25][CH3:26])[CH:17]=[C:16]([O:27][CH3:28])[C:3]=1[C:4](=[O:15])[CH2:5][CH2:6][C:7]1[CH:8]=[CH:9][C:10]([O:13][CH3:14])=[CH:11][CH:12]=1. Reported procedure: Then, 13.05 g of the so-obtained 2'-hydroxy4,4',6'-trimethoxy-3'-(3-methyl-2-butenyl)chalcone was catalytically reduced by using 410 ml of ethyl acetate and 4.0 g of 5% palladium/carbon according to customary procedures, and after the reaction was conducted for 3 hours, the reaction liquid mixture was filtered, and the solvent was removed from the filtrate by distillation. The obtained residue was recrystallized from methanol to obtain 12.45 g (yield=94.11%) of 1-(2-hydroxy-4,6-dimethoxy-3-isope... The reactants are O=C(O)c1cc(Br)c(F)c2cc[nH]c12, CO, ClCCl, N. The product is NC(=O)c1cc(Br)c(F)c2cc[nH]c12. RXN SMILES: [Br:4][c:5]1[c:6]([F:17])[c:7]2[cH:8][cH:9][nH:10][c:11]2[c:12]([C:14](=[O:15])[OH:16])[cH:13]1.[CH3:2][OH:3].[Cl:18][CH2:19][Cl:20].[NH3:1]>>[NH2:1][C:14]([c:12]1[c:11]2[c:7]([c:6]([F:17])[c:5]([Br:4])[cH:13]1)[cH:8][cH:9][nH:10]2)=[O:15]. The reactants are [OH-].C[N+](C)(C)C (tetramethylammonium hydroxide), CC(=O)O[C@H]1[C@H](C[C@@H]2[C@@]1(CC[C@H]3[C@H]2CC[C@@H]4[C@@]3(C[C@@H]([C@H](C4)O)N5CCOCC5)C)C)[N+]6(CCCC6)CC=C.[Br-] (rocuronium bromide), Eluent A, Compound I, Hypersil silica, eluent B. Solvent: C(C)#N (acetonitrile). Run at time 25 minute. The product is O1[C@H]2[C@@H]1C[C@@H]1CC[C@H]3[C@@H]4C[C@@H]([C@@H]([C@@]4(C)CC[C@@H]3[C@]1(C2)C)O)N2CCCC2 (2α,3α-epoxy-16β-(1-pyrrolidinyl)-5α-androstan-17β-ol). RXN SMILES: CC([O:4][C@@H:5]1[C@@:9]2([CH3:30])[CH2:10][CH2:11][C@@H:12]3[C@@:17]4([CH3:29])[CH2:18][C@H:19](N5CCOCC5)[C@@H:20]([OH:22])[CH2:21][C@@H:16]4[CH2:15][CH2:14][C@H:13]3[C@@H:8]2[CH2:7][C@@H:6]1[N+:31]1(CC=C)[CH2:35][CH2:34][CH2:33][CH2:32]1)=O.[Br-].[OH-].C[N+](C)(C)C>C(#N)C>[O:22]1[C@H:20]2[CH2:19][C@H:18]3[C@:17]([CH3:29])([CH2:16][C@@H:21]12)[C@@H:12]1[C@H:13]([C@H:8]2[C@@:9]([CH2:10][CH2:11]1)([CH3:30])[C@@H:5]([OH:4])[C@@H:6]([N:31]1[CH2:35][CH2:34][CH2:33][CH2:32]1)[CH2:7]2)[CH2:14][CH2:15]3 |f:0.1,2.3|. Reported procedure: Analysis of rocuronium bromide, Compound I, was performed with a column & packing Hypersil silica; 5 μm, 250 mm×4.6 mm, Cat No. 30005-254630 or equivalent. Eluent A was tetramethylammonium hydroxide Buffer, 0.05M, pH 7.4, eluent B was acetonitrile, and the composition was 10:90, A:B. The stop time was 25 min., the flow rate was 2.0 mL/min., the detector was UV at 210 mn, the column temperature was 30° C., and the injection volume was 5 μl. The reactants are C1COCCO1, COC(=O)C(C)NC(=O)Cc1cc(F)cc(F)c1, [Li+], [OH-], O. The product is CC(NC(=O)Cc1cc(F)cc(F)c1)C(=O)O. RXN SMILES: [CH2:22]1[O:23][CH2:24][CH2:25][O:26][CH2:27]1.[CH3:3][O:4][C:5]([CH:6]([NH:7][C:8]([CH2:9][c:10]1[cH:11][c:12]([F:17])[cH:13][c:14]([F:16])[cH:15]1)=[O:18])[CH3:19])=[O:20].[Li+:1].[OH-:2].[OH2:21]>>[O:4]=[C:5]([CH:6]([NH:7][C:8]([CH2:9][c:10]1[cH:11][c:12]([F:17])[cH:13][c:14]([F:16])[cH:15]1)=[O:18])[CH3:19])[OH:20]. Reaction SMILES: [C:1]1([C:15]([OH:17])=O)[C:10]2[C:9]3[N:11]=[CH:12][CH:13]=[CH:14][C:8]=3[CH2:7][CH2:6][CH2:5][C:4]=2[NH:3][N:2]=1.[N:18]1([CH2:22][CH2:23][CH2:24][N:25]2[CH:29]=[CH:28][C:27]([NH2:30])=[N:26]2)[CH2:21][CH2:20][CH2:19]1.CCN=C=NCCCN(C)C>CN(C1C=CN=CC=1)C.ClCCCl.C(Cl)Cl>[N:18]1([CH2:22][CH2:23][CH2:24][N:25]2[CH:29]=[CH:28][C:27]([NH:30][C:15]([C:1]3[C:10]4[C:9]5[N:11]=[CH:12][CH:13]=[CH:14][C:8]=5[CH2:7][CH2:6][CH2:5][C:4]=4[NH:3][N:2]=3)=[O:17])=[N:26]2)[CH2:19][CH2:20][CH2:21]1. The product is N1(CCC1)CCCN1N=C(C=C1)NC(=O)C1=NNC=2CCCC3=C(C12)N=CC=C3 (3,4,5,6-tetrahydro-2,3,10-triaza-benzo[e]azulene-1-carboxylic acid [1-(3-azetidin-1-yl-propyl)-1H-pyrazol-3-yl]-amide). Run in ClCCCl (1,2-dichloroethane), C(Cl)Cl (CH2Cl2). Yield: 8.8%. Reported procedure: 7.8 mL of 1.7 M of t-BuLi in pentane is added dropwise under argon to a stirred solution of 1-bromo-3,4,5,6-tetrahydro-2,3,10-triaza-benzo[e]azulene (1.4 g) in 75 mL of anhydrous THF at −78° C. After addition, dry carbon dioxide is bubbled into the mixture at the same temperature for 2 hours. The reaction mixture is allowed to warm to room temperature, quenched with 1N HCl solution, and diluted with water. The mixture is basified with 1N NaOH to pH 8-9, and then extracted with EtOAc. The aqueous... Reactants: C1(=NNC=2CCCC3=C(C12)N=CC=C3)C(=O)O (3,4,5,6-tetrahydro-2,3,10-triaza-benzo[e]azulene-1-carboxylic acid), N1(CCC1)CCCN1N=C(C=C1)N (1-(3-azetidin-1-yl-propyl)-1H-pyrazol-3-ylamine), CCN=C=NCCCN(C)C (EDCI). Reagents/catalysts: CN(C)C=1C=CN=CC1 (DMAP). Starting materials: OC1=CC=2C=3C4=C(C(=CC3NC2C=C1)I)C(NC4=O)=O (9-hydroxy-4-iodopyrrolo[3,4-c]carbazole-1,3(2H,6H)-dione), CC1(OB(OC1(C)C)C1=CC=C(C=C1)N)C (4-(4,4,5,5-tetramethyl-1,3,2-dioxaborolan-2-yl)phenylamine). The product is NC1=CC=C(C=C1)C1=CC=2NC=3C=CC(=CC3C2C2=C1C(NC2=O)=O)O (4-(4-Aminophenyl)-9-hydroxypyrrolo[3,4-c]carbazole-1,3(2H,6H)-dione). The yield is 57.0%. RXN SMILES: [OH:1][C:2]1[CH:14]=[CH:13][C:12]2[NH:11][C:10]3[CH:9]=[C:8](I)[C:7]4[C:16](=[O:20])[NH:17][C:18](=[O:19])[C:6]=4[C:5]=3[C:4]=2[CH:3]=1.CC1(C)C(C)(C)OB([C:29]2[CH:34]=[CH:33][C:32]([NH2:35])=[CH:31][CH:30]=2)O1>>[NH2:35][C:32]1[CH:33]=[CH:34][C:29]([C:8]2[C:7]3[C:16](=[O:20])[NH:17][C:18](=[O:19])[C:6]=3[C:5]3[C:4]4[CH:3]=[C:2]([OH:1])[CH:14]=[CH:13][C:12]=4[NH:11][C:10]=3[CH:9]=2)=[CH:30][CH:31]=1. Reported procedure: The reaction of 9-hydroxy-4-iodopyrrolo[3,4-c]carbazole-1,3(2H,6H)-dione prepared as in example 7 with 4-(4,4,5,5-tetramethyl-1,3,2-dioxaborolan-2-yl)phenylamine according to the procedure described in example 8 gave 4-(4-Aminophenyl)-9-hydroxypyrrolo[3,4-c]carbazole-1,3(2H,6H)-dione (16) (I, Ar=4-aminophenyl) in a 57% yield; mp 256–258° C. 1H NMR δ [(CD3)2SO] 11.60 (s, 1H), 10.92 (s, 1H), 9.19 (s, 1H), 8.31 (d, J=2.3 Hz, 1H), 7.48 (s, 1H), 7.39 (d, J=8.6 Hz, 1H), 7.30 (d, J=8.4 Hz, 2H), 7.02 (d... Starting materials: C(C1=CC=CC=C1)N1CCC2(CN(CC(O2)(C)C)C(=O)OC(C)(C)C)CC1 (tert-Butyl 9-benzyl-2,2-dimethyl-1-oxa-4,9-diazaspiro[5.5]undecane-4-carboxylate), C(=O)[O-].[NH4+] (ammonium formate). Reagents/catalysts: [Pd] (palladium on carbon). The solvent is C(C)O (ethanol). Product: CC1(OC2(CN(C1)C(=O)OC(C)(C)C)CCNCC2)C (tert-Butyl 2,2-dimethyl-1-oxa-4,9-diazaspiro[5.5]undecane-4-carboxylate). RXN SMILES: C([N:8]1[CH2:27][CH2:26][C:11]2([O:16][C:15]([CH3:18])([CH3:17])[CH2:14][N:13]([C:19]([O:21][C:22]([CH3:25])([CH3:24])[CH3:23])=[O:20])[CH2:12]2)[CH2:10][CH2:9]1)C1C=CC=CC=1.C([O-])=O.[NH4+]>C(O)C.[Pd]>[CH3:17][C:15]1([CH3:18])[CH2:14][N:13]([C:19]([O:21][C:22]([CH3:23])([CH3:24])[CH3:25])=[O:20])[CH2:12][C:11]2([CH2:26][CH2:27][NH:8][CH2:9][CH2:10]2)[O:16]1 |f:1.2|. Reported procedure: A mixture of tert-butyl 9-benzyl-2,2-dimethyl-1-oxa-4,9-diazaspiro[5.5]undecane-4-carboxylate (Example 271, step b) (0.8 g) dissolved in ethanol (50 mL) and 10% palladium on carbon (0.5 g) was treated with ammonium formate (0.8 g) and the reaction mixture heated at reflux for 30 minutes. The mixture was cooled to room temperature and filtered through diatomacious earth. The solvent was evaporated and the residue azeotroped with acetonitrile (×2) to afford the subtitled compound. Yield 0.55 g.